From a dataset of the Open Reaction Database (ORD), a public repository of structured organic reaction records. describe an organic reaction: reactants, conditions, products, and yield The reactants are CC(=O)O, CCOCC, CC(C)N1CC(=O)N(c2cc([N+](=O)[O-])c(Cl)cc2F)C1=O, [Fe], O. The product is CC(C)N1CC(=O)N(c2cc(N)c(Cl)cc2F)C1=O. Reaction SMILES: [CH3:22][C:23](=[O:24])[OH:25].[CH3:27][CH2:28][O:29][CH2:30][CH3:31].[Cl:1][c:2]1[cH:3][c:4]([F:21])[c:5]([N:11]2[C:12](=[O:20])[N:13]([CH:17]([CH3:18])[CH3:19])[CH2:14][C:15]2=[O:16])[cH:6][c:7]1[N+:8]([O-:9])=[O:10].[Fe:32].[OH2:26]>>[Cl:1][c:2]1[cH:3][c:4]([F:21])[c:5]([N:11]2[C:12](=[O:20])[N:13]([CH:17]([CH3:18])[CH3:19])[CH2:14][C:15]2=[O:16])[cH:6][c:7]1[NH2:8]. Reactants: NC(=O)C1=CC2=C(N(C3=CC=CC=C23)C[C@H](C)NC(OC(C)(C)C)=O)N=C1NC (tert-butyl {(1S)-2-[3-(aminocarbonyl)-2-(methylamino)-9H-pyrido[2,3-b]indol-9-yl]-1-methylethyl}carbamate), C(=O)(C(F)(F)F)O (TFA), NC=1C(=CC2=C(N(C3=CC=CC=C23)C[C@H](C)N)N1)C(=O)N (2-amino-9-[(2S)-2-aminopropyl]-9H-pyrido[2,3-b]indole-3-carboxamide). The product is N[C@H](CN1C2=C(C3=CC=CC=C13)C=C(C(=N2)NC)C(=O)N)C (9-[(2S)-2-aminopropyl]-2-(methylamino)-9H-pyrido[2,3-b]indole-3-carboxamide). Yield: 35.0%. As a reaction SMILES: [NH2:1][C:2]([C:4]1[C:27]([NH:28][CH3:29])=[N:26][C:7]2[N:8]([CH2:15][C@@H:16]([NH:18]C(=O)OC(C)(C)C)[CH3:17])[C:9]3[C:14]([C:6]=2[CH:5]=1)=[CH:13][CH:12]=[CH:11][CH:10]=3)=[O:3].C(O)(C(F)(F)F)=O.NC1C(C(N)=O)=CC2C3C(=CC=CC=3)N(C[C@@H](N)C)C=2N=1>>[NH2:18][C@@H:16]([CH3:17])[CH2:15][N:8]1[C:9]2[C:14](=[CH:13][CH:12]=[CH:11][CH:10]=2)[C:6]2[CH:5]=[C:4]([C:2]([NH2:1])=[O:3])[C:27]([NH:28][CH3:29])=[N:26][C:7]1=2. Procedure details: tert-butyl {(1S)-2-[3-(aminocarbonyl)-2-(methylamino)-9H-pyrido[2,3-b]indol-9-yl]-1-methylethyl}carbamate xxxii-a (20 mg, 0.051 mmol) was deprotected according to the TFA procedure detailed in the preparation of 30 to afford the title compound as the trifluoroacetate salt (45, 7 mg, 35%). NH4OAc standard conditions. DAD Retention time=5.33 min. M+H=298. 1H NMR (300 MHz, CDCl3): δ 9.04 (br s, 1H), 8.76 (s, 1H), 8.02 (br s, 4H), 7.82 (d, J=7.9 Hz, 1H), 7.57 (d, J=8.5 Hz, 1H), 7.35 (br dd, J=7.3, 7... Starting materials: C1(=CC=CC=C1)CC1(CCC1)C(=O)OCC (ethyl 1-phenylmethylcyclobutanecarboxylate), [OH-].[Na+] (sodium hydroxide). Run in C(C)O (ethanol), O (water), O (water). Reaction conditions: time 60 hour. Product: C1(=CC=CC=C1)CC1(CCC1)C(=O)O (1-Phenylmethylcyclobutanecarboxylic Acid). As a reaction SMILES: [C:1]1([CH2:7][C:8]2([C:12]([O:14]CC)=[O:13])[CH2:11][CH2:10][CH2:9]2)[CH:6]=[CH:5][CH:4]=[CH:3][CH:2]=1.[OH-].[Na+]>C(O)C.O>[C:1]1([CH2:7][C:8]2([C:12]([OH:14])=[O:13])[CH2:11][CH2:10][CH2:9]2)[CH:6]=[CH:5][CH:4]=[CH:3][CH:2]=1 |f:1.2|. Procedure details: A mixture of ethyl 1-phenylmethylcyclobutanecarboxylate (4.16 g, 19.1 mmol), sodium hydroxide (1.2 g, 30 mmol) in ethanol (95%, 20 ml) and water (5 ml) was stirred at room temperature for 60 hours. The reaction mixture was poured into cold water and extracted with diethyl ether. The aqueous phase was separated, acidified with HCl (2N, 35 ml) and extracted with diethyl ether. The latter extract was washed with water, dried, filtered and evaporated to afford the desired product as a pale yellow oi... Reactants: IC1=NNC2=CC=C(C=C12)C1CCN(CC1)C(=O)OC(C)(C)C (tert-butyl 4-(3-iodo-1H-indazol-5-yl)piperidine-1-carboxylate), di-tert-butyldicarboxylate, diméthylamino-4-pyridine, TEA. The solvent is C(C)#N (acetonitrile). Product: C(C)(C)(C)OC(=O)N1CCC(CC1)C=1C=C2C(=NN(C2=CC1)C(=O)OC(C)(C)C)I (tert-butyl 5-[1-(tert-butoxycarbonyl)piperidin-4-yl]-3-iodo-1H-indazole-1-carboxylate). Isolated yield 148.7%. RXN SMILES: [I:1][C:2]1[C:10]2[C:5](=[CH:6][CH:7]=[C:8]([CH:11]3[CH2:16][CH2:15][N:14]([C:17]([O:19][C:20]([CH3:23])([CH3:22])[CH3:21])=[O:18])[CH2:13][CH2:12]3)[CH:9]=2)[NH:4][N:3]=1>C(#N)C>[C:20]([O:19][C:17]([N:14]1[CH2:15][CH2:16][CH:11]([C:8]2[CH:9]=[C:10]3[C:5](=[CH:6][CH:7]=2)[N:4]([C:17]([O:19][C:20]([CH3:23])([CH3:22])[CH3:21])=[O:18])[N:3]=[C:2]3[I:1])[CH2:12][CH2:13]1)=[O:18])([CH3:23])([CH3:22])[CH3:21]. Reported procedure: A solution of tert-butyl 4-(3-iodo-1H-indazol-5-yl)piperidine-1-carboxylate (218. mg; 0.51 mmol; 1.0 eq.), di-tert-butyldicarboxylate (145 mg; 0.66 mmol; 1.3 eq.), diméthylamino-4-pyridine (12.5 mg; 0.10 mmol; 0.20 eq.) and TEA (86.0 μl; 0.61 mmol; 1.2 eq.) in acetonitrile (6.5 mL) was stirred at RT O/N. Acetonitrile was removed under reduced pressure, the residue was diluted with water and extracted three times with Ether. Combined organic phases were washed with brine, dried over magnesium sul... Reactants: N(=[N+]=[N-])C(CC[C@H]1CCC([C@@H]1CCCCCCC(=O)OCC)=O)CCCCC (ethyl 15-azido-9-oxo-prostanoate), alcohol, COC=1C=C2C(=CC1OC)N3[C@@H]4[C@]25CCN6[C@H]5C[C@@H]7[C@H]4[C@H](CC3=O)OCC=C7C6 (brucine). Reagents/catalysts: [Pd] (palladium on carbon). The product is NC(CC[C@H]1CCC([C@@H]1CCCCCCC(=O)OCC)=O)CCCCC (ethyl 15-amino-9-oxo-prostanoate). Reaction SMILES: [N:1]([CH:4]([CH2:24][CH2:25][CH2:26][CH2:27][CH3:28])[CH2:5][CH2:6][C@@H:7]1[C@@H:11]([CH2:12][CH2:13][CH2:14][CH2:15][CH2:16][CH2:17][C:18]([O:20][CH2:21][CH3:22])=[O:19])[C:10](=[O:23])[CH2:9][CH2:8]1)=[N+]=[N-].COC1C=C2[C@@]34[C@@H]5C[C@H]6C(CN5CC3)=CCO[C@H]3CC(=O)N([C@H]4[C@@H]63)C2=CC=1OC>[Pd]>[NH2:1][CH:4]([CH2:24][CH2:25][CH2:26][CH2:27][CH3:28])[CH2:5][CH2:6][C@@H:7]1[C@@H:11]([CH2:12][CH2:13][CH2:14][CH2:15][CH2:16][CH2:17][C:18]([O:20][CH2:21][CH3:22])=[O:19])[C:10](=[O:23])[CH2:9][CH2:8]1. Procedure: A 1.06 g. sample of ethyl 15-azido-9-oxo-prostanoate (Example 110) is hydrogenated using 100 mg. of 5% palladium on carbon in 50 ml. absolute alcohol for 16 hours. The filtration of the catalyst and evaporation of the solvent affords an oil. Silica gel chromatography gives 604 mg. of oil; λmax. 2.95, 6.30 (brucine) and 5.72 μ (carbonyl groups). Reactants: Cl (hydrochloric acid), O=C1C=C(OC2=C1C=CC=C2NC(=O)C=2C=CC1=C(CC(O1)COCC1=CC=CC=C1)C2)C#N (N-[4-oxo-2-cyano-4H-1-benzopyran-8-yl]-2-benzyloxymethyl-2,3-dihydrobenzofuran-5-carboxamide), [N-]=[N+]=[N-].[Na+] (sodium azide), [Cl-].[NH4+] (ammonium chloride). The solvent is CN(C=O)C (N,N-dimethylformamide). Run at temperature 100 celsius, time 1.25 hour. Yields the product O=C1C=C(OC2=C1C=CC=C2NC(=O)C=2C=CC1=C(CC(O1)COCC1=CC=CC=C1)C2)C2=NN=NN2 (N-[4-Oxo-2-(1H-5-tetrazolyl)-4H-1-benzopyran-8-yl]-2-benzyloxymethyl-2,3-dihydrobenzofuran-5-carboxamide). The yield is 33.9%. As a reaction SMILES: [O:1]=[C:2]1[C:7]2[CH:8]=[CH:9][CH:10]=[C:11]([NH:12][C:13]([C:15]3[CH:16]=[CH:17][C:18]4[O:22][CH:21]([CH2:23][O:24][CH2:25][C:26]5[CH:31]=[CH:30][CH:29]=[CH:28][CH:27]=5)[CH2:20][C:19]=4[CH:32]=3)=[O:14])[C:6]=2[O:5][C:4]([C:33]#[N:34])=[CH:3]1.[N-:35]=[N+:36]=[N-:37].[Na+].[Cl-].[NH4+].Cl>CN(C)C=O>[O:1]=[C:2]1[C:7]2[CH:8]=[CH:9][CH:10]=[C:11]([NH:12][C:13]([C:15]3[CH:16]=[CH:17][C:18]4[O:22][CH:21]([CH2:23][O:24][CH2:25][C:26]5[CH:31]=[CH:30][CH:29]=[CH:28][CH:27]=5)[CH2:20][C:19]=4[CH:32]=3)=[O:14])[C:6]=2[O:5][C:4]([C:33]2[NH:37][N:36]=[N:35][N:34]=2)=[CH:3]1 |f:1.2,3.4|. Procedure: A mixture of N-[4-oxo-2-cyano-4H-1-benzopyran-8-yl]-2-benzyloxymethyl-2,3-dihydrobenzofuran-5-carboxamide (300 mg, 0.66 mmol), sodium azide (129 mg, 1.99 mmol), ammonium chloride (107 mg, 1.99 mmol) and dry N,N-dimethylformamide (10 ml) was left under stirring at 100° C. for 1.25 h. After that the mixture, cooled at room temperature, was poured onto a 1M hydrochloric acid solution (10 ml), recovering by filtration the formed precipitate, thereby obtaining 111 mg of the title compound as a white ... Reactants: CCO, Nc1ccc(OCc2ccccn2)c(Cl)c1, Clc1ncnc2sc3c(c12)CCC1(C3)OCCO1, Cl. Yields the product Cl, Clc1cc(Nc2ncnc3sc4c(c23)CCC2(C4)OCCO2)ccc1OCc1ccccn1. Reaction SMILES: [CH3:36][CH2:37][OH:38].[Cl:19][c:20]1[cH:21][c:22]([NH2:34])[cH:23][cH:24][c:25]1[O:26][CH2:27][c:28]1[n:29][cH:30][cH:31][cH:32][cH:33]1.[Cl:1][c:2]1[c:3]2[c:4]([n:5][cH:6][n:7]1)[s:8][c:9]1[c:10]2[CH2:11][CH2:12][C:13]2([CH2:14]1)[O:15][CH2:16][CH2:17][O:18]2.[ClH:35]>>[ClH:1].[c:2]1([NH:34][c:22]2[cH:21][c:20]([Cl:19])[c:25]([O:26][CH2:27][c:28]3[n:29][cH:30][cH:31][cH:32][cH:33]3)[cH:24][cH:23]2)[c:3]2[c:4]([n:5][cH:6][n:7]1)[s:8][c:9]1[c:10]2[CH2:11][CH2:12][C:13]2([CH2:14]1)[O:15][CH2:16][CH2:17][O:18]2.